This data is from the Open Reaction Database (ORD), a public repository of structured organic reaction records. The task is: describe an organic reaction: reactants, conditions, products, and yield Starting materials: COCC(C)Oc1cc(OCc2ccccc2)cc(C(=O)O)c1, O=C(Cl)C(=O)Cl, ClCCl, Cc1cnc(N)cn1, c1ccncc1. The product is COCC(C)Oc1cc(OCc2ccccc2)cc(C(=O)Nc2cnc(C)cn2)c1. As a reaction SMILES: [CH3:7][O:8][CH2:9][CH:10]([CH3:11])[O:12][c:13]1[cH:14][c:15]([C:16](=[O:17])[OH:18])[cH:19][c:20]([O:22][CH2:23][c:24]2[cH:25][cH:26][cH:27][cH:28][cH:29]2)[cH:21]1.[Cl:1][C:2]([C:3]([Cl:4])=[O:5])=[O:6].[Cl:44][CH2:45][Cl:46].[NH2:30][c:31]1[n:32][cH:33][c:34]([CH3:37])[n:35][cH:36]1.[cH:38]1[cH:39][cH:40][n:41][cH:42][cH:43]1>>[CH3:7][O:8][CH2:9][CH:10]([CH3:11])[O:12][c:13]1[cH:14][c:15]([C:16](=[O:18])[NH:30][c:31]2[n:32][cH:33][c:34]([CH3:37])[n:35][cH:36]2)[cH:19][c:20]([O:22][CH2:23][c:24]2[cH:25][cH:26][cH:27][cH:28][cH:29]2)[cH:21]1. The reactants are O=S(=O)(Nc1ccc(Br)cc1)C(F)(F)F, O=C([O-])[O-], COc1ccc(CCl)cc1, CC(C)=O, [K+], [K+]. Yields the product COc1ccc(CN(c2ccc(Br)cc2)S(=O)(=O)C(F)(F)F)cc1. As a reaction SMILES: [Br:1][c:2]1[cH:3][cH:4][c:5]([NH:8][S:9](=[O:10])(=[O:11])[C:12]([F:13])([F:14])[F:15])[cH:6][cH:7]1.[C:26](=[O:27])([O-:28])[O-:29].[CH3:16][O:17][c:18]1[cH:19][cH:20][c:21]([CH2:22][Cl:23])[cH:24][cH:25]1.[CH3:32][C:33](=[O:34])[CH3:35].[K+:30].[K+:31]>>[Br:1][c:2]1[cH:3][cH:4][c:5]([N:8]([S:9](=[O:10])(=[O:11])[C:12]([F:13])([F:14])[F:15])[CH2:22][c:21]2[cH:20][cH:19][c:18]([O:17][CH3:16])[cH:25][cH:24]2)[cH:6][cH:7]1. Starting materials: CC(=O)OC(C)=O, O, CC12CCC3c4ccc(O)cc4CCC3C1CCC2=O, c1ccncc1. Product: CC(=O)Oc1ccc2c(c1)CCC1C2CCC2(C)C(=O)CCC12. Reaction SMILES: [CH3:21][C:22](=[O:23])[O:24][C:25](=[O:26])[CH3:27].[OH2:28].[OH:1][c:2]1[cH:3][c:4]2[c:17]([cH:18][cH:19]1)[CH:16]1[CH:7]([CH2:6][CH2:5]2)[CH:8]2[CH2:9][CH2:10][C:11](=[O:20])[C:12]2([CH3:13])[CH2:14][CH2:15]1.[cH:29]1[cH:30][cH:31][n:32][cH:33][cH:34]1>>[O:1]([c:2]1[cH:3][c:4]2[c:17]([cH:18][cH:19]1)[CH:16]1[CH:7]([CH2:6][CH2:5]2)[CH:8]2[CH2:9][CH2:10][C:11](=[O:20])[C:12]2([CH3:13])[CH2:14][CH2:15]1)[C:22]([CH3:21])=[O:23].